From a dataset of the Open Reaction Database (ORD), a public repository of structured organic reaction records. describe an organic reaction: reactants, conditions, products, and yield The reactants are BrC=1C=CC(=C(C1)C)OC (5-bromo-2-methoxytoluene), O1CCOC12CCNCC2 (1,4-dioxa-8-azaspiro[4,5]-decane), C(CC1=CC=CC=C1)N1CCNCC1 (1-phenethylpiperazine), BrC1=CC(=C(C=C1F)OC)F (4-bromo-2,5-difluoroanisole). Product: FC1=C(C=C(C(=C1)OC)F)N1CCC2(OCCO2)CC1 (8-(2,5-difluoro-4-methoxyphenyl)-1,4-dioxa-8-azaspiro[4,5]decane). Isolated yield 31.9%. Reaction SMILES: BrC1C=CC(OC)=C(C)C=1.C(N1CCNCC1)CC1C=CC=CC=1.Br[C:26]1[C:31]([F:32])=[CH:30][C:29]([O:33][CH3:34])=[C:28]([F:35])[CH:27]=1.[O:36]1[C:40]2([CH2:45][CH2:44][NH:43][CH2:42][CH2:41]2)[O:39][CH2:38][CH2:37]1>>[F:32][C:31]1[CH:30]=[C:29]([O:33][CH3:34])[C:28]([F:35])=[CH:27][C:26]=1[N:43]1[CH2:44][CH2:45][C:40]2([O:39][CH2:38][CH2:37][O:36]2)[CH2:41][CH2:42]1. Procedure: Production Example 9 was repeated except that 5-bromo-2-methoxytoluene and 1-phenethylpiperazine were replaced with 4-bromo-2,5-difluoroanisole (1.115 g) and 1,4-dioxa-8-azaspiro[4,5]-decane (859 mg), respectively. The resulting crude product was purified on silica gel column chromatography (eluent, hexane: ethyl acetate=3:1) to provide 8-(2,5-difluoro-4-methoxyphenyl)-1,4-dioxa-8-azaspiro[4,5]decane (455 mg). The reactants are COC(=O)C1CN(C(=O)OCc2ccccc2)C2CCN(C(=O)OC(C)(C)C)C12, C[O-], CO, [Na+]. Product: CC(C)(C)OC(=O)N1CCC2C1C(C(=O)O)CN2C(=O)OCc1ccccc1. As a reaction SMILES: [CH3:1][O:2][C:3](=[O:4])[CH:5]1[CH:6]2[CH:7]([N:8]([C:10](=[O:11])[O:12][CH2:13][c:14]3[cH:15][cH:16][cH:17][cH:18][cH:19]3)[CH2:9]1)[CH2:20][CH2:21][N:22]2[C:23](=[O:24])[O:25][C:26]([CH3:27])([CH3:28])[CH3:29].[CH3:30][O-:31].[CH3:33][OH:34].[Na+:32]>>[O:2]=[C:3]([OH:4])[CH:5]1[CH:6]2[CH:7]([N:8]([C:10](=[O:11])[O:12][CH2:13][c:14]3[cH:15][cH:16][cH:17][cH:18][cH:19]3)[CH2:9]1)[CH2:20][CH2:21][N:22]2[C:23](=[O:24])[O:25][C:26]([CH3:27])([CH3:28])[CH3:29]. Reactants: C(C1=CC=CC=C1)OCC1NC(OC1CN1N=CC(=C1)C1=CC(=CC(=C1)C)NC1=NC=CC(=N1)C(F)F)=O (4-[(benzyloxy)methyl]-5-{[4-(3-{[4-(difluoromethyl)pyrimidin-2-yl]amino}-5-methylphenyl)-1H-pyrazol-1-yl]methyl}-1,3-oxazolidin-2-one), C(=O)(C(F)(F)F)O (TFA). Conditions: temperature 120 celsius. Product: FC(C(=O)OCC1NC(OC1CN1N=CC(=C1)C1=CC(=CC(=C1)C)NC1=NC=CC(=N1)C(F)F)=O)(F)F ((5-{[4-(3-{[4-(difluoromethyl)pyrimidin-2-yl]amino}-5-methylphenyl)-1H-pyrazol-1-yl]methyl}-2-oxo-1,3-oxazolidin-4-yl)methyl trifluoroacetate). RXN SMILES: C(O[CH2:9][CH:10]1[CH:14]([CH2:15][N:16]2[CH:20]=[C:19]([C:21]3[CH:26]=[C:25]([CH3:27])[CH:24]=[C:23]([NH:28][C:29]4[N:34]=[C:33]([CH:35]([F:37])[F:36])[CH:32]=[CH:31][N:30]=4)[CH:22]=3)[CH:18]=[N:17]2)[O:13][C:12](=[O:38])[NH:11]1)C1C=CC=CC=1.[C:39]([OH:45])([C:41]([F:44])([F:43])[F:42])=[O:40]>>[F:42][C:41]([F:44])([F:43])[C:39]([O:45][CH2:9][CH:10]1[CH:14]([CH2:15][N:16]2[CH:20]=[C:19]([C:21]3[CH:26]=[C:25]([CH3:27])[CH:24]=[C:23]([NH:28][C:29]4[N:34]=[C:33]([CH:35]([F:36])[F:37])[CH:32]=[CH:31][N:30]=4)[CH:22]=3)[CH:18]=[N:17]2)[O:13][C:12](=[O:38])[NH:11]1)=[O:40]. Procedure details: A solution of 4-[(benzyloxy)methyl]-5-{[4-(3-{[4-(difluoromethyl)pyrimidin-2-yl]amino}-5-methylphenyl)-1H-pyrazol-1-yl]methyl}-1,3-oxazolidin-2-one (100 mg, 0.199 mmol) in TFA (1.0 mL) was stirred and heated at 120° C. in a microwave reactor for 40 minutes. The reaction mixture was concentrated under reduced pressure to afford (5-{[4-(3-{[4-(difluoromethyl)pyrimidin-2-yl]amino}-5-methylphenyl)-1H-pyrazol-1-yl]methyl}-2-oxo-1,3-oxazolidin-4-yl)methyl trifluoroacetate, which was used in the next s... Reactants: [Al+3], ClCCl, [Cl-], [Cl-], [Cl-], CCOc1cccc(Cl)c1Cl, Cl, O=C(Cl)c1ccccc1F. Product: CCOc1ccc(C(=O)c2ccccc2F)c(Cl)c1Cl. RXN SMILES: [Al+3:23].[CH2:27]([Cl:28])[Cl:29].[Cl-:22].[Cl-:24].[Cl-:25].[Cl:1][c:2]1[c:3]([O:9][CH2:10][CH3:11])[cH:4][cH:5][cH:6][c:7]1[Cl:8].[ClH:26].[F:12][c:13]1[c:14]([C:15](=[O:16])[Cl:17])[cH:18][cH:19][cH:20][cH:21]1>>[Cl:1][c:2]1[c:3]([O:9][CH2:10][CH3:11])[cH:4][cH:5][c:6]([C:15]([c:14]2[c:13]([F:12])[cH:21][cH:20][cH:19][cH:18]2)=[O:16])[c:7]1[Cl:8]. Product: COC1=CC=C(C=C1)N1N=C(C(=C1)C#N)C(F)(F)F (1-[(4-Methoxy)phenyl]-3-(trifluoromethyl)-4-cyano-1H-pyrazole). Reported procedure: To a solution of 1-[(4-methoxy)phenyl]-3-(trifluoromethyl)-4-cyano-pyrazole-5-carboxylic acid (0.41 g, 1.32 mmol) in 20 mL of methylene chloride was added oxalyl chloride (0.17 mL, 1.98 mmol) and 2 drops of dimethylformamide. The reaction was stirred at ambient temperature for 6 h and then the volatiles were removed in vacuo. The residue was dissolved in 20 mL of methylene chloride and then there was added 4-dimethylaminopyridine (0.48 g, 3.96 mmol). The reaction was stirred for 10 min and then ... Reagents/catalysts: CN(C1=CC=NC=C1)C (4-dimethylaminopyridine), CN(C=O)C (dimethylformamide). Reactants: (2′-methylsulfonyl-3-fluoro-[1,1′]-biphen-4-yl)amine hydrochloride, COC1=CC=C(C=C1)N1N=C(C(=C1C(=O)O)C#N)C(F)(F)F (1-[(4-methoxy)phenyl]-3-(trifluoromethyl)-4-cyano-pyrazole-5-carboxylic acid), C(C(=O)Cl)(=O)Cl (oxalyl chloride). The solvent is C(C)(=O)OCC (ethyl acetate), C(Cl)Cl (methylene chloride). RXN SMILES: [CH3:1][O:2][C:3]1[CH:8]=[CH:7][C:6]([N:9]2[C:13](C(O)=O)=[C:12]([C:17]#[N:18])[C:11]([C:19]([F:22])([F:21])[F:20])=[N:10]2)=[CH:5][CH:4]=1.C(Cl)(=O)C(Cl)=O>C(Cl)Cl.CN(C)C=O.CN(C)C1C=CN=CC=1.C(OCC)(=O)C>[CH3:1][O:2][C:3]1[CH:4]=[CH:5][C:6]([N:9]2[CH:13]=[C:12]([C:17]#[N:18])[C:11]([C:19]([F:22])([F:20])[F:21])=[N:10]2)=[CH:7][CH:8]=1. Reaction conditions: time 6 hour. Yield: 170.1%. The reactants are CC(C)CC(NC(=O)OC(C)(C)C)C(=O)NC1Cc2cccc(NC(=O)CCCCl)c2NC1=O, [H-], [Na+]. Yields the product CC(C)CC(NC(=O)OC(C)(C)C)C(=O)NC1Cc2cccc(N3CCCC3=O)c2NC1=O. As a reaction SMILES: [Cl:1][CH2:2][CH2:3][CH2:4][C:5](=[O:6])[NH:7][c:8]1[cH:9][cH:10][cH:11][c:12]2[c:17]1[NH:16][C:15](=[O:18])[CH:14]([NH:19][C:20]([CH:21]([CH2:22][CH:23]([CH3:24])[CH3:25])[NH:26][C:27]([O:28][C:29]([CH3:30])([CH3:31])[CH3:32])=[O:33])=[O:34])[CH2:13]2.[H-:35].[Na+:36]>>[CH2:2]1[CH2:3][CH2:4][C:5](=[O:6])[N:7]1[c:8]1[cH:9][cH:10][cH:11][c:12]2[c:17]1[NH:16][C:15](=[O:18])[CH:14]([NH:19][C:20]([CH:21]([CH2:22][CH:23]([CH3:24])[CH3:25])[NH:26][C:27]([O:28][C:29]([CH3:30])([CH3:31])[CH3:32])=[O:33])=[O:34])[CH2:13]2. Reaction SMILES: [F:1][C:2]1[CH:7]=[CH:6][C:5]([C:8]2([OH:19])[CH2:11][N:10]([C:12](OC(C)(C)C)=O)[CH2:9]2)=[CH:4][CH:3]=1.ClC1[N:30]=[CH:29][C:28]([Cl:31])=[CH:27][C:22]=1[C:23]([O:25][CH3:26])=[O:24]>>[Cl:31][C:28]1[CH:29]=[N:30][C:12]([N:10]2[CH2:9][C:8]([C:5]3[CH:4]=[CH:3][C:2]([F:1])=[CH:7][CH:6]=3)([OH:19])[CH2:11]2)=[C:22]([CH:27]=1)[C:23]([O:25][CH3:26])=[O:24]. The yield is 60.3%. The reactants are FC1=CC=C(C=C1)C1(CN(C1)C(=O)OC(C)(C)C)O (tert-butyl 3-(4-fluorophenyl)-3-hydroxyazetidine-1-carboxylate), ClC1=C(C(=O)OC)C=C(C=N1)Cl (methyl 2,5-dichloronicotinate). Procedure details: The title compound (D81) (0021/074/1) (75.9 mg) was prepared according to the experimental procedure described in Description 80 starting from tert-butyl 3-(4-fluorophenyl)-3-hydroxyazetidine-1-carboxylate (D29) (100 mg, 0.374 mmol) and methyl 2,5-dichloronicotinate (77.32 mg, 0.374 mmol). The product is ClC=1C=NC(=C(C(=O)OC)C1)N1CC(C1)(O)C1=CC=C(C=C1)F (methyl 5-chloro-2-(3-(4-fluorophenyl)-3-hydroxyazetidin-1-yl)nicotinate).